This data is from the Open Reaction Database (ORD), a public repository of structured organic reaction records. The task is: describe an organic reaction: reactants, conditions, products, and yield The reactants are O=S(=O)(Cl)c1cc2nc(Cl)ccc2s1, Cl, Cl, N#Cc1ccc(N)c(CN2CCC(N)C2=O)c1. The product is N#Cc1ccc(N)c(CN2CCC(NS(=O)(=O)c3cc4nc(Cl)ccc4s3)C2=O)c1. Reaction SMILES: [Cl:20][c:21]1[cH:22][cH:23][c:24]2[c:25]([n:26]1)[cH:27][c:28]([S:30](=[O:31])(=[O:32])[Cl:33])[s:29]2.[ClH:1].[ClH:2].[NH2:3][c:4]1[c:5]([CH2:12][N:13]2[C:14](=[O:19])[CH:15]([NH2:18])[CH2:16][CH2:17]2)[cH:6][c:7]([C:8]#[N:9])[cH:10][cH:11]1>>[NH2:3][c:4]1[c:5]([CH2:12][N:13]2[C:14](=[O:19])[CH:15]([NH:18][S:30]([c:28]3[cH:27][c:25]4[c:24]([cH:23][cH:22][c:21]([Cl:20])[n:26]4)[s:29]3)(=[O:31])=[O:32])[CH2:16][CH2:17]2)[cH:6][c:7]([C:8]#[N:9])[cH:10][cH:11]1.